From a dataset of the Open Reaction Database (ORD), a public repository of structured organic reaction records. describe an organic reaction: reactants, conditions, products, and yield Reactants: CN(C)C=O, Cl, [H-], CCI, [Na+], O, CCOC(=O)c1cc(O)cc(O)c1. Product: CCOC(=O)c1cc(O)cc(OCC)c1. Reaction SMILES: [CH3:20][N:21]([CH3:22])[CH:23]=[O:24].[ClH:19].[H-:14].[I:16][CH2:17][CH3:18].[Na+:15].[OH2:25].[OH:1][c:2]1[cH:3][c:4]([C:5](=[O:6])[O:7][CH2:8][CH3:9])[cH:10][c:11]([OH:13])[cH:12]1>>[O:1]([c:2]1[cH:3][c:4]([C:5](=[O:6])[O:7][CH2:8][CH3:9])[cH:10][c:11]([OH:13])[cH:12]1)[CH2:17][CH3:18]. Starting materials: NN1C(=CC=C1)C(=O)NC1=CC=CC=C1 (1-amino-N-phenyl-1H-pyrrole-2-carboxamide), C(C)(C)(C)OC(=O)N[C@H](C(=O)O)CC ((S)-2-(tert-butoxycarbonylamino)butanoic acid), CCN=C=NCCCN(C)C.Cl (EDC.HCl). The solvent is C1CCOC1 (THF), ClCCl (dichloromethane). Run at temperature 55 celsius. The product is O=C([C@H](CC)NC(OC(C)(C)C)=O)NN1C(=CC=C1)C(NC1=CC=CC=C1)=O ((S)-tert-Butyl 1-oxo-1-(2-(phenylcarbamoyl)-1H-pyrrol-1-ylamino)butan-2-ylcarbamate). The yield is 64.3%. Reaction SMILES: [NH2:1][N:2]1[CH:6]=[CH:5][CH:4]=[C:3]1[C:7]([NH:9][C:10]1[CH:15]=[CH:14][CH:13]=[CH:12][CH:11]=1)=[O:8].[C:16]([O:20][C:21]([NH:23][C@@H:24]([CH2:28][CH3:29])[C:25](O)=[O:26])=[O:22])([CH3:19])([CH3:18])[CH3:17].CCN=C=NCCCN(C)C.Cl>C1COCC1.ClCCl>[O:26]=[C:25]([NH:1][N:2]1[CH:6]=[CH:5][CH:4]=[C:3]1[C:7](=[O:8])[NH:9][C:10]1[CH:15]=[CH:14][CH:13]=[CH:12][CH:11]=1)[C@@H:24]([NH:23][C:21](=[O:22])[O:20][C:16]([CH3:19])([CH3:18])[CH3:17])[CH2:28][CH3:29] |f:2.3|. Procedure: 2.0 g (9.94 mmol) of 1-amino-N-phenyl-1H-pyrrole-2-carboxamide, 2.45 g (12.05 mmol) of (S)-2-(tert-butoxycarbonylamino)butanoic acid (purchased from Aldrich®, cat. no. 15533) and 1.90 g (12.24 mmol) of EDC.HCl were dissolved in a mixture of 90 mL of THF and 30 mL of dichloromethane. The resulting solution was heated at 55° C. overnight. Then the solvents were evaporated and the crude residue was taken up in dichloromethane and washed with an aqueous solution of sodium bicarbonate and brine. The ... Starting materials: CCOC(=O)Cc1sccc1CN=[N+]=[N-], O=P(O)(O)O, O=S(=O)(O)O. Product: [N-]=[N+]=NCc1ccsc1CC(=O)O. As a reaction SMILES: [N:1](=[N+:2]=[N-:3])[CH2:4][c:5]1[c:6]([CH2:10][C:11](=[O:12])[O:13][CH2:14][CH3:15])[s:7][cH:8][cH:9]1.[P:21](=[O:22])([OH:23])([OH:24])[OH:25].[S:16](=[O:17])(=[O:18])([OH:19])[OH:20]>>[N:1](=[N+:2]=[N-:3])[CH2:4][c:5]1[c:6]([CH2:10][C:11](=[O:12])[OH:13])[s:7][cH:8][cH:9]1. Reactants: N1N=C(C2=CC=CC=C12)/C=C/C1=C(C=CC=C1)NC(=S)N ((E)-N-{2-[2-(1H-indazol-3-yl)vinyl]phenyl}thiourea), C(C)O (ethanol), BrCC(C(=O)OCC)=O (ethyl bromopyruvate), N (ammonia). Yields the product C(C)OC(=O)C=1N=C(SC1)NC1=C(C=CC=C1)\C=C\C1=NNC2=CC=CC=C12 ((E)-2-{2-[2-(1H-indazol-3-yl)vinyl]phenylamino}thiazole-4-carboxylic acid ethyl ester). Yield: 13.1%. Reaction SMILES: [NH:1]1[C:9]2[C:4](=[CH:5][CH:6]=[CH:7][CH:8]=2)[C:3](/[CH:10]=[CH:11]/[C:12]2[CH:17]=[CH:16][CH:15]=[CH:14][C:13]=2[NH:18][C:19]([NH2:21])=[S:20])=[N:2]1.C(O)C.Br[CH2:26][C:27](=O)[C:28]([O:30][CH2:31][CH3:32])=[O:29].N>>[CH2:31]([O:30][C:28]([C:27]1[N:21]=[C:19]([NH:18][C:13]2[CH:14]=[CH:15][CH:16]=[CH:17][C:12]=2/[CH:11]=[CH:10]/[C:3]2[C:4]3[C:9](=[CH:8][CH:7]=[CH:6][CH:5]=3)[NH:1][N:2]=2)[S:20][CH:26]=1)=[O:29])[CH3:32]. Reported procedure: Compound 161 (0.40 g, 1.4 mmol) was added with ethanol (3.0 mL, 1.5 mmol) and ethyl bromopyruvate (0.10 mL, 0.8 mmol) and after heating under reflux for 18 hours, aqueous ammonia was added to stop the reaction. The precipitated crude product was collected by filtration and purified by silica gel column chromatography (hexane/ethyl acetate=4/1 to 1/2). Then, the product was triturated in ethyl acetate to obtain Compound 169 (41 mg, 17%). The reactants are C(CCCCCCC)C=1C=NC(=NC1)C1=CC=C(C=C1)OCCCOCC(F)(F)OC(C(OC(C(OC(F)(F)F)(F)F)(F)F)(F)F)(F)F (5-Octyl-2-[4-(3-(2-(2-(2-(trifluoromethoxy)tetrafluoroethoxy)tetrafluoroethoxy)-2,2-difluoroethoxy)propoxy)phenyl]pyrimidine), C(CCCCC)OC=1C=NC(=NC1)C1=CC=C(C=C1)O (5-hexyloxy-2-(4-hydroxyphenyl)pyrimidine). Run in O (water). Product: C(CCCCC)OC=1C=NC(=NC1)C1=CC=C(C=C1)OCCCOCC(F)(F)OC(C(OC(C(OC(F)(F)F)(F)F)(F)F)(F)F)(F)F (5-Hexyloxy-2-[4-(3-(2-(2-(2-(trifluoromethoxy)tetrafluoroethoxy)tetrafluoroethoxy)-2,2-difluoroethoxy)propoxy)phenyl]pyrimidine). As a reaction SMILES: C(C1C=NC(C2C=CC(O[CH2:22][CH2:23][CH2:24][O:25][CH2:26][C:27]([O:30][C:31]([F:48])([F:47])[C:32]([F:46])([F:45])[O:33][C:34]([F:44])([F:43])[C:35]([F:42])([F:41])[O:36][C:37]([F:40])([F:39])[F:38])([F:29])[F:28])=CC=2)=NC=1)CCCCCCC.[CH2:49]([O:55][C:56]1[CH:57]=[N:58][C:59]([C:62]2[CH:67]=[CH:66][C:65]([OH:68])=[CH:64][CH:63]=2)=[N:60][CH:61]=1)[CH2:50][CH2:51][CH2:52][CH2:53][CH3:54]>O>[CH2:49]([O:55][C:56]1[CH:61]=[N:60][C:59]([C:62]2[CH:63]=[CH:64][C:65]([O:68][CH2:22][CH2:23][CH2:24][O:25][CH2:26][C:27]([O:30][C:31]([F:47])([F:48])[C:32]([F:45])([F:46])[O:33][C:34]([F:43])([F:44])[C:35]([F:41])([F:42])[O:36][C:37]([F:40])([F:39])[F:38])([F:29])[F:28])=[CH:66][CH:67]=2)=[N:58][CH:57]=1)[CH2:50][CH2:51][CH2:52][CH2:53][CH3:54]. Procedure details: The title compound was prepared essentially as in Example 1 by combining 3-(2-(2-(2-(trifluoromethoxy)tetrafluoroethoxy)tetrafluoroethoxy)-2,2-difluoroethoxy)-1-chloropropane (5.42 g, 11.4 mmol, Example 24) with 5-hexyloxy-2-(4-hydroxyphenyl)pyrimidine (3 g, 10.0 mmol). Product was isolated by addition of water (100 mL) to the resulting mixture, followed by filtration and recrystallization from ethanol. The recrystallized precipitate was dried at about 130° C., and the resulting product was furt... The reactants are COC(C1=CC(=C(C(=O)NC2=C(C(=CC(=C2)F)Br)C)C=C1)F)=O (N-(3-Bromo-5-fluoro-2-methyl-phenyl)-3-fluoro-terephthalamic acid methyl ester), CN(C1=CC=C(C(=O)Cl)C=C1)C (4-dimethylamino-benzoyl chloride). Yields the product BrC=1C(=C(C=C(C1)F)NC(C1=CC=C(C=C1)N(C)C)=O)C (N-(3-Bromo-5-fluoro-2-methyl-phenyl)-4-dimethylamino-benzamide). As a reaction SMILES: COC(=O)[C:4]1[CH:21]=[CH:20][C:7]([C:8]([NH:10][C:11]2[CH:16]=[C:15]([F:17])[CH:14]=[C:13]([Br:18])[C:12]=2[CH3:19])=[O:9])=[C:6](F)[CH:5]=1.[CH3:24][N:25](C)[C:26]1C=CC(C(Cl)=O)=CC=1>>[Br:18][C:13]1[C:12]([CH3:19])=[C:11]([NH:10][C:8](=[O:9])[C:7]2[CH:20]=[CH:21][C:4]([N:25]([CH3:26])[CH3:24])=[CH:5][CH:6]=2)[CH:16]=[C:15]([F:17])[CH:14]=1. Procedure: Intermediate 46 was prepared analogue to Intermediate 34 by replacing Intermediate 33 with 4-dimethylamino-benzoyl chloride. The reactants are C(=NC(=O)Cl)=O (N-(Chlorocarbonyl)isocyanate), CC1=C(N=C(O1)C1=CC=C(C=C1)C(F)(F)F)COC=1C=C(C=CC1)/C(=C/CNO)/CC ((E)-N-(3-{3-[5-methyl-2-(4-trifluoromethyl-phenyl)-oxazol-4-ylmethoxy]-phenyl}-pent-2-enyl)-hydroxylamine), Cl (HCl). Solvent: C1CCOC1 (THF). Reaction conditions: time 30 minute. Product: CC1=C(N=C(O1)C1=CC=C(C=C1)C(F)(F)F)COC=1C=C(C=CC1)/C(=C/CN1OC(NC1=O)=O)/CC ((E)-2-(3-{3-[5-methyl-2-(4-trifluoromethyl-phenyl)-oxazol-4-ylmethoxy]-phenyl}-pent-2-enyl)-[1,2,4]oxadiazolidine-3,5-dione). Yield: 63.7%. RXN SMILES: [C:1](=[O:6])=[N:2][C:3](Cl)=[O:4].[CH3:7][C:8]1[O:12][C:11]([C:13]2[CH:18]=[CH:17][C:16]([C:19]([F:22])([F:21])[F:20])=[CH:15][CH:14]=2)=[N:10][C:9]=1[CH2:23][O:24][C:25]1[CH:26]=[C:27](/[C:31](/[CH2:36][CH3:37])=[CH:32]/[CH2:33][NH:34][OH:35])[CH:28]=[CH:29][CH:30]=1.Cl>C1COCC1>[CH3:7][C:8]1[O:12][C:11]([C:13]2[CH:18]=[CH:17][C:16]([C:19]([F:21])([F:20])[F:22])=[CH:15][CH:14]=2)=[N:10][C:9]=1[CH2:23][O:24][C:25]1[CH:26]=[C:27](/[C:31](/[CH2:36][CH3:37])=[CH:32]/[CH2:33][N:34]2[C:3](=[O:4])[NH:2][C:1](=[O:6])[O:35]2)[CH:28]=[CH:29][CH:30]=1. Procedure: N-(Chlorocarbonyl)isocyanate (0.37 ml, 4.63 mmol) was added dropwise to a cold (-5° C.) mixture of (E)-N-(3-{3-[5-methyl-2-(4-trifluoromethyl-phenyl)-oxazol-4-ylmethoxy]-phenyl}-pent-2-enyl)-hydroxylamine (2.0 g, 4.63 mmol) in THF (20 ml). The mixture was stirred for 30 minutes, then poured into HCl (1N) and extracted with EtOAc. The organic extracts were dried over MgSO4. Evaporation and purification by flash chromatography on acid washed (5% H3PO4 /MeOH) silica gel (hexane/EtOAc 3/1) gave a wh...